Task: describe an organic reaction: reactants, conditions, products, and yield. Dataset: the Open Reaction Database (ORD), a public repository of structured organic reaction records Starting materials: C(O)CN (Ethanolamine), C(#N)C1=CC=C(CN2C=C(C(C(=C2C)C2=CC(=CC=C2)C(F)(F)F)=O)C(=O)O)C=C1 (1-(4-cyano-benzyl)-6-methyl-4-oxo-5-(3-trifluoromethyl-phenyl)-1,4-dihydro-pyridine-3-carboxylic acid), CN(C)C(=[N+](C)C)ON1C2=C(C=CC=C2)N=N1.[B-](F)(F)(F)F (TBTU), CCN(C(C)C)C(C)C (DIPEA). Solvent: CN(C)C=O (DMF). Conditions: time 1.5 hour. Product: OCCNC(=O)C1=CN(C(=C(C1=O)C1=CC(=CC=C1)C(F)(F)F)C)CC1=CC=C(C=C1)C#N (1-(4-Cyano-benzyl)-6-methyl-4-oxo-5-(3-trifluoromethyl-phenyl)-1,4-dihydro-pyridine-3-carboxylic acid (2-hydroxy-ethyl)-amide). RXN SMILES: [C:1]([C:3]1[CH:30]=[CH:29][C:6]([CH2:7][N:8]2[C:13]([CH3:14])=[C:12]([C:15]3[CH:20]=[CH:19][CH:18]=[C:17]([C:21]([F:24])([F:23])[F:22])[CH:16]=3)[C:11](=[O:25])[C:10]([C:26]([OH:28])=O)=[CH:9]2)=[CH:5][CH:4]=1)#[N:2].CN(C(ON1N=NC2C=CC=CC1=2)=[N+](C)C)C.[B-](F)(F)(F)F.CCN(C(C)C)C(C)C.[CH2:62]([CH2:64][NH2:65])[OH:63]>CN(C=O)C>[OH:63][CH2:62][CH2:64][NH:65][C:26]([C:10]1[C:11](=[O:25])[C:12]([C:15]2[CH:20]=[CH:19][CH:18]=[C:17]([C:21]([F:24])([F:23])[F:22])[CH:16]=2)=[C:13]([CH3:14])[N:8]([CH2:7][C:6]2[CH:5]=[CH:4][C:3]([C:1]#[N:2])=[CH:30][CH:29]=2)[CH:9]=1)=[O:28] |f:1.2|. Procedure: A solution of 1-(4-cyano-benzyl)-6-methyl-4-oxo-5-(3-trifluoromethyl-phenyl)-1,4-dihydro-pyridine-3-carboxylic acid (preparation 1, 70 mg, 0.102 mmol), TBTU (37 mg, 0.115 mmol), DIPEA (40 μL, 0.234 mmol) in DMF (0.5 mL) is stirred for 15 min at room temperature. Ethanolamine (7 μL, 0.116 mmol) is added and the reaction mixture is stirred for 1.5 h at room temperature. The reaction mixture is purified by preparative reversed-phase HPLC (Sunfire, gradient of methanol in water, 0.1% TFA, 60° C.). Y... Reactants: ester, ClC1=C(C=C(C=C1)CC(=O)OC)NC(=O)NCC1=CC=CC=C1 (methyl 4-chloro-3-[[[(phenylmethyl)amino]carbonyl]amino]benzeneacetate), [OH-].[Na+] (NaOH). Yields the product ClC1=C(C=C(C=C1)CC(=O)O)NC(=O)NCC1=CC=CC=C1 (4-Chloro-3-[[[(phenylmethyl)amino]carbonyl]amino]benzeneacetic Acid). RXN SMILES: [Cl:1][C:2]1[CH:7]=[CH:6][C:5]([CH2:8][C:9]([O:11]C)=[O:10])=[CH:4][C:3]=1[NH:13][C:14]([NH:16][CH2:17][C:18]1[CH:23]=[CH:22][CH:21]=[CH:20][CH:19]=1)=[O:15].[OH-].[Na+]>>[Cl:1][C:2]1[CH:7]=[CH:6][C:5]([CH2:8][C:9]([OH:11])=[O:10])=[CH:4][C:3]=1[NH:13][C:14]([NH:16][CH2:17][C:18]1[CH:23]=[CH:22][CH:21]=[CH:20][CH:19]=1)=[O:15] |f:1.2|. Reported procedure: For ester cleavage, analogously to the above instructions, 2.47 mmol (790 mg) of methyl 4-chloro-3-[[[(phenylmethyl)amino]carbonyl]amino]benzeneacetate is saponified with 1N-NaOH. Product 5 is obtained without recrystallization. Yield: 693 mg of yellowish solid. The reactants are ClC1=C(C=CC(=C1Cl)O)C(C(C(F)(F)F)(O)C=1C=CC(N(C1)C)=O)C (5-[2-(2,3-Dichloro-4-hydroxy-phenyl)-1-hydroxy-1-trifluoromethyl-propyl]-1-methyl-1H-pyridin-2-one), C(C)OC(C(C)(C)Br)=O (2-bromo-2-methyl-propionic acid ethyl ester), C(C)OC(C(C)(C)Br)=O (2-bromo-2-methyl-propionic acid ethyl ester), [OH-].[Na+] (NaOH), [OH-].[Na+] (NaOH), Cl (HCl). Run in CC(=O)N(C)C (dimethylacetamide). Run at time 19 hour. The product is C(C)OC(C(C)(C)OC1=C(C(=C(C=C1)C(C(C(F)(F)F)(C1=CN(C(C=C1)=O)C)O)C)Cl)Cl)=O (2-{2,3-Dichloro-4-[3,3,3-trifluoro-2-hydroxy-1-methyl-2-(1-methyl-6-oxo-1,6-dihydro-pyridin-3-yl)-propyl]-phenoxy}-2-methyl-propionic acid ethyl ester). Yield: 46.2%. Reaction SMILES: [Cl:1][C:2]1[C:7]([Cl:8])=[C:6]([OH:9])[CH:5]=[CH:4][C:3]=1[CH:10]([CH3:25])[C:11]([C:17]1[CH:18]=[CH:19][C:20](=[O:24])[N:21]([CH3:23])[CH:22]=1)([OH:16])[C:12]([F:15])([F:14])[F:13].[CH2:26]([O:28][C:29](=[O:34])[C:30](Br)([CH3:32])[CH3:31])[CH3:27].[OH-].[Na+].Cl>CC(N(C)C)=O>[CH2:26]([O:28][C:29](=[O:34])[C:30]([O:9][C:6]1[CH:5]=[CH:4][C:3]([CH:10]([CH3:25])[C:11]([OH:16])([C:17]2[CH:18]=[CH:19][C:20](=[O:24])[N:21]([CH3:23])[CH:22]=2)[C:12]([F:15])([F:13])[F:14])=[C:2]([Cl:1])[C:7]=1[Cl:8])([CH3:32])[CH3:31])[CH3:27] |f:2.3|. Reported procedure: 5-[2-(2,3-Dichloro-4-hydroxy-phenyl)-1-hydroxy-1-trifluoromethyl-propyl]-1-methyl-1H-pyridin-2-one (Example 197, step 5; 198 mg, 0.50 mmol) and 2-bromo-2-methyl-propionic acid ethyl ester (0.23 mL, 1.5 mmol), were dissolved in 1 ml dimethylacetamide and treated with 60 mg NaOH (finely powdered). After 3 h stirring at rt 2-bromo-2-methyl-propionic acid ethyl ester (0.11 mL, 0.75 mmol) was added, followed by 30 mg NaOH (finely powdered). After 19 h stirring at rt, the reaction mixture was poured o...